describe an organic reaction: reactants, conditions, products, and yield From a dataset of the Open Reaction Database (ORD), a public repository of structured organic reaction records. Starting materials: C(C)[C@@H]1N[C@@H](CC=2C3=CC=CC=C3NC12)C(=O)OC (Methyl (1RS,3RS)-cis-1-ethyl-1,2,3,4-tetrahydro-β-carboline-3-carboxylate), [OH-].[Na+] (NaOH). The solvent is CO (methanol). Conditions: time 1.5 hour. Yields the product C(C)[C@@H]1N[C@@H](CC=2C3=CC=CC=C3NC12)C(=O)O ((1RS,3RS)-cis-1-Ethyl-1,2,3,4-tetrahydro-β-carboline-3-carboxylic acid). Reaction SMILES: [CH2:1]([C@H:3]1[C:15]2[NH:14][C:13]3[C:8](=[CH:9][CH:10]=[CH:11][CH:12]=3)[C:7]=2[CH2:6][C@@H:5]([C:16]([O:18]C)=[O:17])[NH:4]1)[CH3:2].[OH-].[Na+]>CO>[CH2:1]([C@H:3]1[C:15]2[NH:14][C:13]3[C:8](=[CH:9][CH:10]=[CH:11][CH:12]=3)[C:7]=2[CH2:6][C@@H:5]([C:16]([OH:18])=[O:17])[NH:4]1)[CH3:2] |f:1.2|. Reported procedure: Methyl (1RS,3RS)-cis-1-ethyl-1,2,3,4-tetrahydro-β-carboline-3-carboxylate (5.0 g) is dissolved in methanol (30 ml) and thereto is added 1N NaOH (30 ml). The mixture is stirred at room temperature for 1.5 hour, and the solvent is distilled off. The residue is dissolved in water and is acidified with 5% HCl. The precipitated crystals are collected by filtration, washed with water and dried to give the title compound (3.40 g, 72%) as colorless needles, m.p. 236°-237° C. (recrystallized from aqueous... Reactants: C([O-])([O-])=O.[K+].[K+] (Potassium carbonate), CN(C)C=O (DMF), C(=O)C1=C(C=CC=C1)OCC#N ((2-formylphenyl)oxyacetonitrile). Solvent: O (Water). Reaction conditions: temperature 60 celsius, time 2.5 hour. Product: O1C(=CC2=C1C=CC=C2)C#N (Benzofuran-2-carbonitrile). Isolated yield 43.0%. RXN SMILES: C(=O)([O-])[O-].[K+].[K+].CN(C=O)C.[CH:12]([C:14]1[CH:19]=[CH:18][CH:17]=[CH:16][C:15]=1[O:20][CH2:21][C:22]#[N:23])=O>O>[O:20]1[C:15]2[CH:16]=[CH:17][CH:18]=[CH:19][C:14]=2[CH:12]=[C:21]1[C:22]#[N:23] |f:0.1.2|. Procedure details: Potassium carbonate (65.2 g) was added to a DMF solution (500 ml) of (2-formylphenyl)oxyacetonitrile (38 g), which was stirred at 60° C. for 2.5 hours. Water was added to the reaction mixture, which was extracted with diethyl ether. The organic layer was washed with water and a saturated aqueous sodium chloride solution, then dried and concentrated. The residue was purified by silica gel column chromatography (eluent: hexane/ethyl acetate=10/1) to obtain the entitled compound (14.5 g).